Dataset: the Open Reaction Database (ORD), a public repository of structured organic reaction records. Task: describe an organic reaction: reactants, conditions, products, and yield Starting materials: Cl/C=1/C(=O)OC(\C1)=O (monochloromaleic anhydride), Cl/C/1=C(/C(=O)OC1=O)\Cl (dichloromaleic anhydride), C1=CC=CC=2SC3=CC=CC=C3NC12 (phenothiazine), 90/10, C=CC(=C)Cl (chloroprene), Cl (HCl). Run in O (water). Reaction conditions: temperature 105 celsius. Yields the product ClC=1C=C2C(C(=O)OC2=O)=CC1 (4-chlorophthalic anhydride). Isolated yield 80.0%. RXN SMILES: Cl[C:2]1[C:3]([O:5][C:6](=[O:8])[CH:7]=1)=[O:4].[Cl:9][C:10]1=[C:11](Cl)[C:12](O[C:15]1=O)=O.C1C2NC3C(=CC=CC=3)SC=2C=CC=1.C=CC(Cl)=C.Cl>O>[Cl:9][C:10]1[CH:15]=[C:7]2[C:6](=[O:8])[O:5][C:3](=[O:4])[C:2]2=[CH:12][CH:11]=1. Reported procedure: A 3-necked 50 mL flask was equipped with a pressure equalizing addition funnel, a thermocouple well with thermocouple, a water cooled condensor and a magnetic stir bar. The flask was charged with 13.2 g (0.10 mol) of a 90/10 GC area % mixture of monochloromaleic anhydride and dichloromaleic anhydride and 100 mg of phenothiazine and 0.5 g of activated carbon. The contents of the flask were heated to 80 to 130° C. and 8.8 g (0.1 mol) of chloroprene was added over 15 to 30 minutes. HCl gas was obse... Isolated yield 43.4%. Reaction SMILES: Cl[CH2:2][C:3]([C:5]1[CH:10]=[CH:9][CH:8]=[C:7]([CH3:11])[C:6]=1[OH:12])=[O:4].C(=O)([O-])[O-].[K+].[K+]>C(#N)C>[CH3:11][C:7]1[C:6]2[O:12][CH2:2][C:3](=[O:4])[C:5]=2[CH:10]=[CH:9][CH:8]=1 |f:1.2.3|. Procedure: A solution of 2-chloro-1-(2-hydroxy-3-methylphenyl)ethanone (Tetrahedron, Vol. 66, p. 3499, 2010, 6.40 g, 34.7 mmol) in acetonitrile (170 mL) was added with potassium carbonate (14.4 g, 104 mmol), and the mixture was stirred at room temperature for 1 hour, and then filtered. The filtrate was concentrated, and the resulting residue was purified by silica gel column chromatography (hexane/ethyl acetate) to obtain 7-methylbenzofuran-3(2H)-one (2.23 g, 43%). Yields the product CC1=CC=CC=2C(COC21)=O (7-methylbenzofuran-3(2H)-one). Reactants: ClCC(=O)C1=C(C(=CC=C1)C)O (2-chloro-1-(2-hydroxy-3-methylphenyl)ethanone), C([O-])([O-])=O.[K+].[K+] (potassium carbonate). Conditions: time 1 hour. Run in C(C)#N (acetonitrile). Solvent: C(C)O (ethyl alcohol). Procedure details: A solution of 10.2 g. of 4-(1-piperidyl)-cyclohexanone, 8.1 g. of 2,4-difluorophenylhydrazine, and 11 g. of methanesulfonic acid in 100 ml. of absolute ethyl alcohol was heated under reflux for twelve hours, cooled, filtered, and the filtrate was evaporated to dryness under reduced pressure. The residue was treated in ether with 10% potassium hydroxide solution and the ether extract was washed with water, dried, and treated with hydrogen chloride in ethyl alcohol (excess HCl was avoided). The re... The product is N1(CCCCC1)C1CCC=2NC3=C(C=C(C=C3C2C1)F)F (3-(1-Piperidyl)-6,8-difluoro-1,2,3,4-tetrahydrocarbazole). Starting materials: N1(CCCCC1)C1CCC(CC1)=O (4-(1-piperidyl)-cyclohexanone), FC1=C(C=CC(=C1)F)NN (2,4-difluorophenylhydrazine), CS(=O)(=O)O (methanesulfonic acid). As a reaction SMILES: [N:1]1([CH:7]2[CH2:12][CH2:11][C:10](=O)[CH2:9][CH2:8]2)[CH2:6][CH2:5][CH2:4][CH2:3][CH2:2]1.[F:14][C:15]1[CH:20]=[C:19]([F:21])[CH:18]=[CH:17][C:16]=1[NH:22]N.CS(O)(=O)=O>C(O)C>[N:1]1([CH:7]2[CH2:12][C:11]3[C:17]4[C:16](=[C:15]([F:14])[CH:20]=[C:19]([F:21])[CH:18]=4)[NH:22][C:10]=3[CH2:9][CH2:8]2)[CH2:6][CH2:5][CH2:4][CH2:3][CH2:2]1. Reactants: Cn1cc(C(=O)O)cn1, CNc1ccc(Cc2nc3c([nH]2)c(=O)n(Cc2ccccc2F)c(=O)n3CC2CC2)cc1, O=C1CCC(=O)N1Cl, ClCCl, c1ccc(P(c2ccccc2)c2ccccc2)cc1. The product is CN(C(=O)c1cnn(C)c1)c1ccc(Cc2nc3c([nH]2)c(=O)n(Cc2ccccc2F)c(=O)n3CC2CC2)cc1. RXN SMILES: [CH3:1][n:2]1[n:3][cH:4][c:5]([C:7](=[O:8])[OH:9])[cH:6]1.[CH:37]1([CH2:40][n:41]2[c:42](=[O:68])[n:43]([CH2:60][c:61]3[c:62]([F:67])[cH:63][cH:64][cH:65][cH:66]3)[c:44](=[O:59])[c:45]3[nH:46][c:47]([CH2:50][c:51]4[cH:52][cH:53][c:54]([NH:57][CH3:58])[cH:55][cH:56]4)[n:48][c:49]23)[CH2:38][CH2:39]1.[Cl:29][N:30]1[C:31](=[O:32])[CH2:33][CH2:34][C:35]1=[O:36].[Cl:69][CH2:70][Cl:71].[c:10]1([P:11]([c:12]2[cH:13][cH:14][cH:15][cH:16][cH:17]2)[c:18]2[cH:19][cH:20][cH:21][cH:22][cH:23]2)[cH:24][cH:25][cH:26][cH:27][cH:28]1>>[CH3:1][n:2]1[n:3][cH:4][c:5]([C:7](=[O:9])[N:57]([c:54]2[cH:53][cH:52][c:51]([CH2:50][c:47]3[nH:46][c:45]4[c:44](=[O:59])[n:43]([CH2:60][c:61]5[c:62]([F:67])[cH:63][cH:64][cH:65][cH:66]5)[c:42](=[O:68])[n:41]([CH2:40][CH:37]5[CH2:38][CH2:39]5)[c:49]4[n:48]3)[cH:56][cH:55]2)[CH3:58])[cH:6]1. The reactants are NC=1C(=C(C(=C(C1)F)F)CO)F ((3-amino-2,5,6-trifluorophenyl)methanol), CCN(C(C)C)C(C)C (DIEA), BrCCOCCBr (2-bromoethylether). Solvent: CN(C)C=O (DMF), CCOC(=O)C (EtOAc). Reaction conditions: temperature 80 celsius. Product: FC1=C(C(=C(C=C1F)N1CCOCC1)F)CO ((2,3,6-trifluoro-5-morpholinophenyl)methanol). Isolated yield 48.0%. As a reaction SMILES: [NH2:1][C:2]1[C:3]([F:12])=[C:4]([CH2:10][OH:11])[C:5]([F:9])=[C:6]([F:8])[CH:7]=1.CCN(C(C)C)C(C)C.Br[CH2:23][CH2:24][O:25][CH2:26][CH2:27]Br>CN(C=O)C.CCOC(C)=O>[F:9][C:5]1[C:6]([F:8])=[CH:7][C:2]([N:1]2[CH2:27][CH2:26][O:25][CH2:24][CH2:23]2)=[C:3]([F:12])[C:4]=1[CH2:10][OH:11]. Reported procedure: To a solution of (3-amino-2,5,6-trifluorophenyl)methanol (200 mg, 1.1 mmol) in DMF (3 mL) was added DIEA (1.6 mL) and 2-bromoethylether (5 eq) and the reaction heated to 80° C. for 18 h. The reaction was allowed to cool to rt, diluted with EtOAc and washed with H2O then saturated NH4Cl (aq). The organic phase was dried (Na2SO4), filtered and concentrated in vacuo. The resultant residue was purified by column chromatography (petroleum ether: EtOAc) to give (2,3,6-trifluoro-5-morpholinophenyl)meth... Starting materials: CO, COC(=O)c1c(Cl)ccc(C(=O)Cl)c1Cl. The product is COC(=O)c1ccc(Cl)c(C(=O)OC)c1Cl. As a reaction SMILES: [CH3:16][OH:17].[Cl:1][c:2]1[c:3]([C:4](=[O:5])[Cl:6])[cH:7][cH:8][c:9]([Cl:15])[c:10]1[C:11](=[O:12])[O:13][CH3:14]>>[Cl:1][c:2]1[c:3]([C:4](=[O:5])[O:17][CH3:16])[cH:7][cH:8][c:9]([Cl:15])[c:10]1[C:11](=[O:12])[O:13][CH3:14]. The reactants are [BH4-], CCS(=O)(=O)c1ccc(Oc2cc3[nH]c(-c4ccccn4)nc3cc2C(O)C(=O)OC)cc1, CO, [Na+]. Product: CCS(=O)(=O)c1ccc(Oc2cc3[nH]c(-c4ccccn4)nc3cc2C(O)C(=O)O)cc1. As a reaction SMILES: [BH4-:1].[CH2:3]([CH3:4])[S:5](=[O:6])(=[O:7])[c:8]1[cH:9][cH:10][c:11]([O:12][c:13]2[c:14]([CH:28]([C:29](=[O:30])[O:31][CH3:32])[OH:33])[cH:15][c:16]3[c:17]([nH:18][c:19](-[c:21]4[n:22][cH:23][cH:24][cH:25][cH:26]4)[n:20]3)[cH:27]2)[cH:34][cH:35]1.[CH3:36][OH:37].[Na+:2]>>[CH2:3]([CH3:4])[S:5](=[O:6])(=[O:7])[c:8]1[cH:9][cH:10][c:11]([O:12][c:13]2[c:14]([CH:28]([C:29](=[O:30])[OH:31])[OH:33])[cH:15][c:16]3[c:17]([nH:18][c:19](-[c:21]4[n:22][cH:23][cH:24][cH:25][cH:26]4)[n:20]3)[cH:27]2)[cH:34][cH:35]1.